describe an organic reaction: reactants, conditions, products, and yield From a dataset of the Open Reaction Database (ORD), a public repository of structured organic reaction records. The reactants are C(C)(C)(C)OC(C(=O)OC)C=1C(=C2C(=NC1C)NC=C2)C=2C=C1CCCOC1=CC2 (methyl 2-(tert-butoxy)-2-(4-(chroman-6-yl)-6-methyl-1H-pyrrolo[2,3-b]pyridin-5-yl)acetate), ClC=1C(=C(CBr)C=CC1)F (3-chloro-2-fluorobenzyl bromide). The product is C(C)(C)(C)OC(C(=O)O)C=1C(=C2C(=NC1C)N(C=C2)CC2=C(C(=CC=C2)Cl)F)C=2C=C1CCCOC1=CC2 (2-(tert-butoxy)-2-(1-(3-chloro-2-fluorobenzyl)-4-(chroman-6-yl)-6-methyl-1H-pyrrolo[2,3-b]pyridin-5-yl)acetic acid). RXN SMILES: [C:1]([O:5][CH:6]([C:11]1[C:12]([C:21]2[CH:22]=[C:23]3[C:28](=[CH:29][CH:30]=2)[O:27][CH2:26][CH2:25][CH2:24]3)=[C:13]2[CH:20]=[CH:19][NH:18][C:14]2=[N:15][C:16]=1[CH3:17])[C:7]([O:9]C)=[O:8])([CH3:4])([CH3:3])[CH3:2].[Cl:31][C:32]1[C:33]([F:40])=[C:34]([CH:37]=[CH:38][CH:39]=1)[CH2:35]Br>>[C:1]([O:5][CH:6]([C:11]1[C:12]([C:21]2[CH:22]=[C:23]3[C:28](=[CH:29][CH:30]=2)[O:27][CH2:26][CH2:25][CH2:24]3)=[C:13]2[CH:20]=[CH:19][N:18]([CH2:35][C:34]3[CH:37]=[CH:38][CH:39]=[C:32]([Cl:31])[C:33]=3[F:40])[C:14]2=[N:15][C:16]=1[CH3:17])[C:7]([OH:9])=[O:8])([CH3:4])([CH3:3])[CH3:2]. Procedure details: The title compound was prepared in a manner similar to that described in Example 27, Step H from methyl 2-(tert-butoxy)-2-(4-(chroman-6-yl)-6-methyl-1H-pyrrolo[2,3-b]pyridin-5-yl)acetate and 3-chloro-2-fluorobenzyl bromide. 1H NMR (400 MHz, CHLOROFORM-d) δ ppm 7.49-7.42 (m, 1 H), 7.38-7.31 (m, 1 H), 7.24-7.11 (m, 3 H), 7.06-7.00 (m, 1 H), 6.94 (dd, J=4.5, 8.4 Hz, 1 H), 6.30 (dd, J=3.5, 11.5 Hz, 1 H), 5.71-5.52 (m, 3H), 4.33-4.26 (m, 2 H), 2.95-2.81 (m, 2 H), 2.76 (s, 3 H), 2.14-2.03 (m, 2 H), 1.... The reactants are O=C([O-])[O-], CCN1CCCC1c1cccc(O)c1, CN=C=O, [K+], [K+], C1CCOC1. Product: CCN1CCCC1c1cccc(OC(=O)NC)c1. As a reaction SMILES: [C:19](=[O:20])([O-:21])[O-:22].[CH2:1]([CH3:2])[N:3]1[CH:4]([c:8]2[cH:9][c:10]([OH:14])[cH:11][cH:12][cH:13]2)[CH2:5][CH2:6][CH2:7]1.[CH3:15][N:16]=[C:17]=[O:18].[K+:23].[K+:24].[O:25]1[CH2:26][CH2:27][CH2:28][CH2:29]1>>[CH2:1]([CH3:2])[N:3]1[CH:4]([c:8]2[cH:9][c:10]([O:14][C:17]([NH:16][CH3:15])=[O:18])[cH:11][cH:12][cH:13]2)[CH2:5][CH2:6][CH2:7]1. Starting materials: BrC=1C=C(C2=CC=CC=C2C1)C(=O)OC (Methyl 3-bromo-1-naphthalenecarboxylate), CC1(OB(OC1(C)C)\C=C\COC)C (4,4,5,5-tetramethyl-2-[(1E)-3-(methyloxy)-1-propen-1-yl]-1,3,2-dioxaborolane), CN(C)C=O (DMF), trans-bis(triphenylphosphine) palladium(II) bromide, C(=O)([O-])[O-].[Na+].[Na+] (Na2CO3). Run in C(CC)O (n-PrOH), O (water). Reaction conditions: temperature 90 celsius. The product is COC/C=C/C=1C=C(C2=CC=CC=C2C1)C(=O)OC (Methyl 3-[(1E)-3-(methyloxy)-1-propen-1-yl]-1-naphthalenecarboxylate). As a reaction SMILES: Br[C:2]1[CH:3]=[C:4]([C:12]([O:14][CH3:15])=[O:13])[C:5]2[C:10]([CH:11]=1)=[CH:9][CH:8]=[CH:7][CH:6]=2.CC1(C)C(C)(C)OB(/[CH:24]=[CH:25]/[CH2:26][O:27][CH3:28])O1.CN(C=O)C.C([O-])([O-])=O.[Na+].[Na+]>O.C(O)CC>[CH3:28][O:27][CH2:26]/[CH:25]=[CH:24]/[C:2]1[CH:3]=[C:4]([C:12]([O:14][CH3:15])=[O:13])[C:5]2[C:10]([CH:11]=1)=[CH:9][CH:8]=[CH:7][CH:6]=2 |f:3.4.5|. Procedure details: Methyl 3-bromo-1-naphthalenecarboxylate (1 eq.) and 4,4,5,5-tetramethyl-2-[(1E)-3-(methyloxy)-1-propen-1-yl]-1,3,2-dioxaborolane (1.5 eq.) were combined in a 5:1 (v/v) mixture of DMF:n-PrOH (0.2 M). To this solution was then added trans-bis(triphenylphosphine) palladium(II) bromide (0.05 eq.) and the vessel was repeatedly evacuated and back-filled with nitrogen. Finally, 2 N aq. Na2CO3 (2 eq.) was added and the resulting biphasic suspension was heated at 90° C. for 8 h. The now black suspension ...